This data is from the Open Reaction Database (ORD), a public repository of structured organic reaction records. The task is: describe an organic reaction: reactants, conditions, products, and yield The reactants are FC=1C=C(C=CC1)N1CCNCC1 (1-(3-fluorophenyl)piperazine), C1(=C(C=CC=C1)CN1CCN(CC1)C1=CC=CC=C1)C1=CC=CC=C1 (1-(biphenyl-2-ylmethyl)-4-phenylpiperazine), C1(=CC(=CC=C1)C=O)C1=CC=CC=C1 (biphenyl-3-carbaldehyde), [BH-](OC(=O)C)(OC(=O)C)OC(=O)C.[Na+] (NaBH(OAc)3). Yields the product C1(=CC(=CC=C1)CN1CCN(CC1)C1=CC(=CC=C1)F)C1=CC=CC=C1 (1-(biphenyl-3-ylmethyl)-4-(3-fluorophenyl)piperazine). RXN SMILES: [F:1][C:2]1[CH:3]=[C:4]([N:8]2[CH2:13][CH2:12][NH:11][CH2:10][CH2:9]2)[CH:5]=[CH:6][CH:7]=1.[C:14]1([C:22]2[CH:27]=[CH:26][CH:25]=[CH:24][CH:23]=2)[CH:19]=[CH:18][CH:17]=[C:16]([CH:20]=O)[CH:15]=1.[BH-](OC(C)=O)(OC(C)=O)OC(C)=O.[Na+].C1(C2C=CC=CC=2)C=CC=CC=1CN1CCN(C2C=CC=CC=2)CC1>>[C:14]1([C:22]2[CH:23]=[CH:24][CH:25]=[CH:26][CH:27]=2)[CH:19]=[CH:18][CH:17]=[C:16]([CH2:20][N:11]2[CH2:12][CH2:13][N:8]([C:4]3[CH:5]=[CH:6][CH:7]=[C:2]([F:1])[CH:3]=3)[CH2:9][CH2:10]2)[CH:15]=1 |f:2.3|. Reported procedure: 113.2 mg of the target compound (0.33 mmol, 59.4%) was obtained using 1-(3-fluorophenyl)piperazine (198 mg, 1.10 mmol), biphenyl-3-carbaldehyde (100 mg, 0.55 mmol) and NaBH(OAc)3 (355 mg, 1.65 mmol) according to the synthesis method of Compound 1. Starting materials: [Cr](=O)(=O)([O-])O[Cr](=O)(=O)[O-].[NH+]1=CC=CC=C1.[NH+]1=CC=CC=C1 (pyridinium dichromate), OC(CC(C)C)[C@@H]1[C@]2(CC(=O)O)[C@@H](CC1)[C@@H]1CN(C3=CC(CC[C@]3(C)[C@H]1CC2)=O)C(C)(C)C (17β-(1-hydroxy-3-methylbutyl)-6-t-butylcarboxy-6-azaandrost-4-en-3-one), O (water). The solvent is CN(C)C=O (DMF). Product: O=C(CC(C)C)[C@@H]1[C@]2(CC(=O)O)[C@@H](CC1)[C@@H]1CN(C3=CC(CC[C@]3(C)[C@H]1CC2)=O)C(C)(C)C (17β-(1 -oxo-3-methylbutyl)-6-t-butylcarboxy-6-azaandrost-4-en-3-one). As a reaction SMILES: [OH:1][CH:2]([C@H:7]1[CH2:15][CH2:14][C@H:13]2[C@H:16]3[C@H:26]([CH2:27][CH2:28][C@:8]12[CH2:9][C:10]([OH:12])=[O:11])[C@:24]1([CH3:25])[C:19](=[CH:20][C:21](=[O:29])[CH2:22][CH2:23]1)[N:18]([C:30]([CH3:33])([CH3:32])[CH3:31])[CH2:17]3)[CH2:3][CH:4]([CH3:6])[CH3:5].[Cr](O[Cr]([O-])(=O)=O)([O-])(=O)=O.[NH+]1C=CC=CC=1.[NH+]1C=CC=CC=1.O>CN(C=O)C>[O:1]=[C:2]([C@H:7]1[CH2:15][CH2:14][C@H:13]2[C@H:16]3[C@H:26]([CH2:27][CH2:28][C@:8]12[CH2:9][C:10]([OH:12])=[O:11])[C@:24]1([CH3:25])[C:19](=[CH:20][C:21](=[O:29])[CH2:22][CH2:23]1)[N:18]([C:30]([CH3:31])([CH3:32])[CH3:33])[CH2:17]3)[CH2:3][CH:4]([CH3:5])[CH3:6] |f:1.2.3|. Reported procedure: A solution of 17β-(1-hydroxy-3-methylbutyl)-6-t-butylcarboxy-6-azaandrost-4-en-3-one (160 mg, 0.349 mmol) prepared in part C above, in DMF (10 mL) is treated with pyridinium dichromate (656 mg, 1.74 mmol) at room temperature. After 10 hrs the reaction is poured into water, extracted with ethyl acetate (2×50 mL), the extracts are dried over MgSO4, concentrated and chromatographed on silica gel (40% ethyl acetate/hexanes) to give crude 17β-(1 -oxo-3-methylbutyl)-6-t-butylcarboxy-6-azaandrost-4-en-... Reactants: BrC=1N=C2C(=NC1)N(C=C2C(=O)NC(CO)(C)C)COCC[Si](C)(C)C (2-bromo-N-(1-hydroxy-2-methylpropan-2-yl)-5-((2-(trimethylsilyl)ethoxy)methyl)-5H-pyrrolo[2,3-b]pyrazine-7-carboxamide), Cl.CN1N=CC(=C1)N (1-methyl-1H-pyrazol-4-amine hydrochloride), C=1C=CC(=CC1)P(C=2C=CC=CC2)C3=CC=C4C=CC=CC4=C3C5=C6C=CC=CC6=CC=C5P(C=7C=CC=CC7)C=8C=CC=CC8 (BINAP), CC(C)([O-])C.[Na+] (sodium tert-butoxide). Reagents/catalysts: C(C)(=O)[O-].[Pd+2].C(C)(=O)[O-] (palladium (II) acetate). Run in O (water), CN(C)C=O (DMF), C1(=CC=CC=C1)C (toluene). Reaction conditions: temperature 140 celsius. The product is OCC(C)(C)NC(=O)C1=CN(C2=NC=C(N=C21)NC=2C=NN(C2)C)COCC[Si](C)(C)C (N-(1-hydroxy-2-methylpropan-2-yl)-2-(1-methyl-1H-pyrazol-4-ylamino)-5-((2-(trimethylsilyl)ethoxy)methyl)-5H-pyrrolo[2,3-b]pyrazine-7-carboxamide). Yield: 18.0%. As a reaction SMILES: Br[C:2]1[N:3]=[C:4]2[C:10]([C:11]([NH:13][C:14]([CH3:18])([CH3:17])[CH2:15][OH:16])=[O:12])=[CH:9][N:8]([CH2:19][O:20][CH2:21][CH2:22][Si:23]([CH3:26])([CH3:25])[CH3:24])[C:5]2=[N:6][CH:7]=1.Cl.[CH3:28][N:29]1[CH:33]=[C:32]([NH2:34])[CH:31]=[N:30]1.C1C=CC(P(C2C(C3C(P(C4C=CC=CC=4)C4C=CC=CC=4)=CC=C4C=3C=CC=C4)=C3C(C=CC=C3)=CC=2)C2C=CC=CC=2)=CC=1.CC(C)([O-])C.[Na+]>CN(C=O)C.C1(C)C=CC=CC=1.O.C([O-])(=O)C.[Pd+2].C([O-])(=O)C>[OH:16][CH2:15][C:14]([NH:13][C:11]([C:10]1[C:4]2[C:5](=[N:6][CH:7]=[C:2]([NH:34][C:32]3[CH:31]=[N:30][N:29]([CH3:28])[CH:33]=3)[N:3]=2)[N:8]([CH2:19][O:20][CH2:21][CH2:22][Si:23]([CH3:26])([CH3:25])[CH3:24])[CH:9]=1)=[O:12])([CH3:18])[CH3:17] |f:1.2,4.5,9.10.11|. Procedure: A mixture of 2-bromo-N-(1-hydroxy-2-methylpropan-2-yl)-5-((2-(trimethylsilyl)ethoxy)methyl)-5H-pyrrolo[2,3-b]pyrazine-7-carboxamide (150 mg, 338 mol), 1-methyl-1H-pyrazol-4-amine hydrochloride (67.8 mg, 526 mol), BINAP (10.5 mg, 16.9 mol), palladium (II) acetate (19.0 mg, 84.6 mol) and sodium tert-butoxide (81.3 mg, 846 mol) in DMF (1 mL) and toluene (500 L) was heated in a microwave at 140° C. for 20 min. The reaction mixture was diluted with water then extracted into ethyl acetate (3×). The co...